From a dataset of the Open Reaction Database (ORD), a public repository of structured organic reaction records. describe an organic reaction: reactants, conditions, products, and yield The reactants are C(C)(=O)OCC (ethyl acetate), C(C1=CC=CC=C1)N1N=CC=C1NC1=CC=C(C=C1)O[Si](C)(C)C(C)(C)C (1-benzyl-N-(4-{[tert-butyl(dimethyl)silyl]oxy}phenyl)-1H-pyrazol-5-amine), C(C)(=O)O (acetic acid), C(=O)[O-].[NH4+] (ammonium formate). Reagents/catalysts: [OH-].[Pd+2].[OH-] (palladium hydroxide). The solvent is C(C)O (ethanol). Run at temperature 80 celsius, time 3 hour. Yields the product [Si](C)(C)(C(C)(C)C)OC1=CC=C(C=C1)NC1=CC=NN1 (N-(4-{[tert-butyl(dimethyl)silyl]oxy}phenyl)-1H-pyrazol-5-amine). Yield: 74.9%. As a reaction SMILES: C([N:8]1[C:12]([NH:13][C:14]2[CH:19]=[CH:18][C:17]([O:20][Si:21]([C:24]([CH3:27])([CH3:26])[CH3:25])([CH3:23])[CH3:22])=[CH:16][CH:15]=2)=[CH:11][CH:10]=[N:9]1)C1C=CC=CC=1.C(O)(=O)C.C([O-])=O.[NH4+].C(OCC)(=O)C>C(O)C.[OH-].[Pd+2].[OH-]>[Si:21]([O:20][C:17]1[CH:18]=[CH:19][C:14]([NH:13][C:12]2[NH:8][N:9]=[CH:10][CH:11]=2)=[CH:15][CH:16]=1)([C:24]([CH3:27])([CH3:26])[CH3:25])([CH3:22])[CH3:23] |f:2.3,6.7.8|. Reported procedure: To a suspension of 1-benzyl-N-(4-{[tert-butyl(dimethyl)silyl]oxy}phenyl)-1H-pyrazol-5-amine (4.9 g) and palladium hydroxide (10 wt %, 5.0 g) in ethanol (22.5 mL)-acetic acid (2.5 mL) was added ammonium formate (2.4 g) at 80° C. After stirring at 80° C. for 3 hr, the mixture was allowed to cool, ethyl acetate was added, and the insoluble material was filtered off. Saturated aqueous sodium hydrogen carbonate solution was added to the filtrate, and the mixture was extracted with ethyl acetate. The ... Product: C(\C=C\C(=O)O)(=O)O.C1(CCC1)CNC(=S)C1=CC=2N(C3=CC=CC=C3SC2C=C1)C(CN1CCCC1)C (N-Cyclobutylmethyl-10-[1-(1-pyrrolidinyl)-2-propyl]-2-phenothiazinecarbothioamide fumarate). Reported procedure: A solution of fumaric acid (0.58 g) in 2-propanol (14 cc) under reflux is added to a solution of N-cyclobutylmethyl-10-[1-(1-pyrrolidinyl)-2-propyl]-2-phenothiazinecarbothioamide, L series (2.19 g) in 2-propanol (16 cc) under reflux. After cooling, the mixture is concentrated to dryness under reduced pressure (30 mm Hg; 4 kPa) at 40° C. and the residue is taken up with stirring for 16 hours with isopropyl ether (70 cc). The suspension obtained is filtered and the solid is dried under reduced pre... RXN SMILES: [C:1]([OH:8])(=[O:7])/[CH:2]=[CH:3]/[C:4]([OH:6])=[O:5].[CH:9]1([CH2:13][NH:14][C:15]([C:17]2[CH:30]=[CH:29][C:28]3[S:27][C:26]4[C:21](=[CH:22][CH:23]=[CH:24][CH:25]=4)[N:20]([CH:31]([CH3:38])[CH2:32][N:33]4[CH2:37][CH2:36][CH2:35][CH2:34]4)[C:19]=3[CH:18]=2)=[S:16])[CH2:12][CH2:11][CH2:10]1>CC(O)C>[C:1]([OH:8])(=[O:7])/[CH:2]=[CH:3]/[C:4]([OH:6])=[O:5].[CH:9]1([CH2:13][NH:14][C:15]([C:17]2[CH:30]=[CH:29][C:28]3[S:27][C:26]4[C:21](=[CH:22][CH:23]=[CH:24][CH:25]=4)[N:20]([CH:31]([CH3:38])[CH2:32][N:33]4[CH2:34][CH2:35][CH2:36][CH2:37]4)[C:19]=3[CH:18]=2)=[S:16])[CH2:12][CH2:11][CH2:10]1 |f:3.4|. Conditions: time 16 hour. Starting materials: C(\C=C\C(=O)O)(=O)O (fumaric acid), C1(CCC1)CNC(=S)C1=CC=2N(C3=CC=CC=C3SC2C=C1)C(CN1CCCC1)C (N-cyclobutylmethyl-10-[1-(1-pyrrolidinyl)-2-propyl]-2-phenothiazinecarbothioamide). Run in CC(C)O (2-propanol), CC(C)O (2-propanol).